This data is from the Open Reaction Database (ORD), a public repository of structured organic reaction records. The task is: describe an organic reaction: reactants, conditions, products, and yield The reactants are C(C)(C)(C)OC(=O)N1CC(C1)NC=1C=C2N3C(C(NN=C3COC2=CC1OCC1=CC=CC=C1)=O)C (3-(7-benzyloxy-4-methyl-3-oxo-2,3,4,10-tetrahydro-9-oxa-1,2,4a-triaza-phenanthren-6-ylamino)-azetidine-1-carboxylic acid tert-butyl ester), C(=O)(C(F)(F)F)O (TFA). The solvent is C(Cl)Cl (DCM). Yields the product FC(C(=O)O)(F)F.N1CC(C1)NC=1C=C2N3C(C(NN=C3COC2=CC1OCC1=CC=CC=C1)=O)C (6-(azetidin-3-ylamino)-7-benzyloxy-4-methyl-2,10-dihydro-9-oxa-1,2,4a-triaza-phenanthren-3-one trifluoroacetic acid). Yield: 58.0%. Reaction SMILES: C(OC([N:8]1[CH2:11][CH:10]([NH:12][C:13]2[CH:14]=[C:15]3[C:24](=[CH:25][C:26]=2[O:27][CH2:28][C:29]2[CH:34]=[CH:33][CH:32]=[CH:31][CH:30]=2)[O:23][CH2:22][C:21]2[N:16]3[CH:17]([CH3:36])[C:18](=[O:35])[NH:19][N:20]=2)[CH2:9]1)=O)(C)(C)C.[C:37]([OH:43])([C:39]([F:42])([F:41])[F:40])=[O:38]>C(Cl)Cl>[F:40][C:39]([F:42])([F:41])[C:37]([OH:43])=[O:38].[NH:8]1[CH2:11][CH:10]([NH:12][C:13]2[CH:14]=[C:15]3[C:24](=[CH:25][C:26]=2[O:27][CH2:28][C:29]2[CH:34]=[CH:33][CH:32]=[CH:31][CH:30]=2)[O:23][CH2:22][C:21]2[N:16]3[CH:17]([CH3:36])[C:18](=[O:35])[NH:19][N:20]=2)[CH2:9]1 |f:3.4|. Procedure details: A solution of 3-(7-benzyloxy-4-methyl-3-oxo-2,3,4,10-tetrahydro-9-oxa-1,2,4a-triaza-phenanthren-6-ylamino)-azetidine-1-carboxylic acid tert-butyl ester (0.028 g, 0.057 mmol) in TFA (0.5 mL) and DCM (3 mL) was stirred at rt for 2 h. The solvent was removed in vacuo and the residue was purified by preparative HPLC (Table 3, Method 18) to give 6-(azetidin-3-ylamino)-7-benzyloxy-4-methyl-2,10-dihydro-9-oxa-1,2,4a-triaza-phenanthren-3-one trifluoroacetic acid (0.013 g, 58%). LC/MS (Table 1, Method 5)... The reactants are O1C(=CC=C1)C1=NC(=NC(=C1I)S(=O)C)N (4-furan-2-yl-5-iodo-6-methanesulfinyl-pyrimidin-2-yl-amine), C(C)(C)O (isopropanol), C1CCC2=NCCCN2CC1 (DBU). Solvent: C1CCOC1 (THF). The product is O1C(=CC=C1)C1=NC(=NC(=C1I)OC(C)C)N (4-Furan-2-yl-5-iodo-6-isopropoxy-pyrimidin-2-yl-amine). As a reaction SMILES: [O:1]1[CH:5]=[CH:4][CH:3]=[C:2]1[C:6]1[C:11]([I:12])=[C:10](S(C)=O)[N:9]=[C:8]([NH2:16])[N:7]=1.[CH:17]([OH:20])([CH3:19])[CH3:18].C1CCN2C(=NCCC2)CC1>C1COCC1>[O:1]1[CH:5]=[CH:4][CH:3]=[C:2]1[C:6]1[C:11]([I:12])=[C:10]([O:20][CH:17]([CH3:19])[CH3:18])[N:9]=[C:8]([NH2:16])[N:7]=1. Reported procedure: From 4-furan-2-yl-5-iodo-6-methanesulfinyl-pyrimidin-2-yl-amine, isopropanol and DBU in THF. ES-MS m/e (%): 346 (M+H+, 100). The reactants are CC(C)(C)OC(=O)NCc1ccnc(N)c1, CCOC(C)=O, O=C1CCC(=O)N1Br, CN(C)C=O. The product is CC(C)(C)OC(=O)NCc1cc(N)ncc1Br. As a reaction SMILES: [C:1]([CH3:2])([CH3:3])([CH3:4])[O:5][C:6]([NH:7][CH2:8][c:9]1[cH:10][c:11]([NH2:15])[n:12][cH:13][cH:14]1)=[O:16].[CH3:30][CH2:31][O:32][C:33]([CH3:34])=[O:35].[O:17]=[C:18]1[N:19]([Br:24])[C:20](=[O:21])[CH2:22][CH2:23]1.[O:25]=[CH:26][N:27]([CH3:28])[CH3:29]>>[C:1]([CH3:2])([CH3:3])([CH3:4])[O:5][C:6]([NH:7][CH2:8][c:9]1[cH:10][c:11]([NH2:15])[n:12][cH:13][c:14]1[Br:24])=[O:16]. Starting materials: CC(C)(C)[Si](C)(C)OCCBr, O=C([O-])O, C1CCOC1, COC(=O)C1CCN(C(=O)OC(C)(C)C)CC1, C[Si](C)(C)[N-][Si](C)(C)C, [K+], [Na+]. The product is COC(=O)C1(CCO[Si](C)(C)C(C)(C)C)CCN(C(=O)OC(C)(C)C)CC1. RXN SMILES: [Br:28][CH2:29][CH2:30][O:31][Si:32]([CH3:33])([CH3:34])[C:35]([CH3:36])([CH3:37])[CH3:38].[C:39](=[O:40])([OH:41])[O-:42].[CH2:44]1[O:45][CH2:46][CH2:47][CH2:48]1.[CH3:11][O:12][C:13](=[O:14])[CH:15]1[CH2:16][CH2:17][N:18]([C:21](=[O:22])[O:23][C:24]([CH3:25])([CH3:26])[CH3:27])[CH2:19][CH2:20]1.[CH3:2][Si:3]([N-:4][Si:5]([CH3:6])([CH3:7])[CH3:8])([CH3:9])[CH3:10].[K+:1].[Na+:43]>>[CH3:11][O:12][C:13](=[O:14])[C:15]1([CH2:29][CH2:30][O:31][Si:32]([CH3:33])([CH3:34])[C:35]([CH3:36])([CH3:37])[CH3:38])[CH2:16][CH2:17][N:18]([C:21](=[O:22])[O:23][C:24]([CH3:25])([CH3:26])[CH3:27])[CH2:19][CH2:20]1. Starting materials: COc1ccc(COC2C=C(C)C(=O)CC(C)(C)C2OC)cc1, N#CC1=C(C#N)C(=O)C(Cl)=C(Cl)C1=O. Yields the product COC1C(O)C=C(C)C(=O)CC1(C)C. Reaction SMILES: [CH3:1][O:2][CH:3]1[CH:4]([O:14][CH2:15][c:16]2[cH:17][cH:18][c:19]([O:20][CH3:21])[cH:22][cH:23]2)[CH:5]=[C:6]([CH3:13])[C:7](=[O:12])[CH2:8][C:9]1([CH3:10])[CH3:11].[Cl:24][C:25]1=[C:36]([Cl:37])[C:34](=[O:35])[C:31]([C:32]#[N:33])=[C:28]([C:29]#[N:30])[C:26]1=[O:27]>>[CH3:1][O:2][CH:3]1[CH:4]([OH:14])[CH:5]=[C:6]([CH3:13])[C:7](=[O:12])[CH2:8][C:9]1([CH3:10])[CH3:11]. Starting materials: C1CCOC1, CCO, [Cl-], CC(C)(C)OC(=O)Nc1ncnc2c1c(I)nn2-c1ccc([N+](=O)[O-])cc1, [NH4+], O. Yields the product CC(C)(C)OC(=O)Nc1ncnc2c1c(I)nn2-c1ccc(N)cc1. RXN SMILES: [CH2:30]1[O:31][CH2:32][CH2:33][CH2:34]1.[CH3:35][CH2:36][OH:37].[Cl-:28].[I:1][c:2]1[n:3][n:4](-[c:19]2[cH:20][cH:21][c:22]([N+:25]([O-:26])=[O:27])[cH:23][cH:24]2)[c:5]2[n:6][cH:7][n:8][c:9]([NH:11][C:12]([O:13][C:14]([CH3:15])([CH3:16])[CH3:17])=[O:18])[c:10]12.[NH4+:29].[OH2:38]>>[I:1][c:2]1[n:3][n:4](-[c:19]2[cH:20][cH:21][c:22]([NH2:25])[cH:23][cH:24]2)[c:5]2[n:6][cH:7][n:8][c:9]([NH:11][C:12]([O:13][C:14]([CH3:15])([CH3:16])[CH3:17])=[O:18])[c:10]12. Starting materials: C(C)(=O)NC(CP(OC)(OC)=O)\C=C(\CC\C=C(\CCC=C(C)C)/C)/C (dimethyl [2-acetamido-(E,E)-4,8,12-trimethyl-3,7,11-tridecatrienyl]phosphonate), N1=C(C=C(C=C1C)C)C (2,4,6-collidine), C[Si](C)(C)Br (trimethylsilyl bromide). Reagents/catalysts: [OH-].[NH4+] (ammonium hydroxide). Solvent: C1(=CC=CC=C1)C (toluene), ClCCl (dichloromethane), hexanes. Conditions: temperature 0 celsius, time 30 minute. Yields the product C(C)(=O)NC(CP(O)(O)=O)\C=C(\CC\C=C(\CCC=C(C)C)/C)/C ([2-Acetamido-(E,E)-4,8,12-trimethyl-3,7,11-tridecatrienyl]phosphonic acid). Reaction SMILES: [C:1]([NH:4][CH:5](/[CH:13]=[C:14](\[CH3:26])/[CH2:15][CH2:16]/[CH:17]=[C:18](\[CH3:25])/[CH2:19][CH2:20][CH:21]=[C:22]([CH3:24])[CH3:23])[CH2:6][P:7](=[O:12])([O:10]C)[O:8]C)(=[O:3])[CH3:2].N1C(C)=CC(C)=CC=1C.C[Si](Br)(C)C>ClCCl.C1(C)C=CC=CC=1.[OH-].[NH4+]>[C:1]([NH:4][CH:5](/[CH:13]=[C:14](\[CH3:26])/[CH2:15][CH2:16]/[CH:17]=[C:18](\[CH3:25])/[CH2:19][CH2:20][CH:21]=[C:22]([CH3:24])[CH3:23])[CH2:6][P:7](=[O:8])([OH:10])[OH:12])(=[O:3])[CH3:2] |f:5.6|. Procedure: To a stirred solution of dimethyl [2-acetamido-(E,E)-4,8,12-trimethyl-3,7,11-tridecatrienyl]phosphonate (39 mg, 0.101 mmol) and 2,4,6-collidine (0.054 ml, 0.404 mmol) in dichloromethane (2.5 ml) under argon at 0° C., was added trimethylsilyl bromide (0.054 ml, 0.404 mmol) and the resulting mixture stirred at 0° C. for 30 min and then at r.t. for 5 hr. The resulting white suspension was diluted with toluene (10 ml) and the solvent evaporated in vacuo. The resulting white solide was dissolved in e... Starting materials: BrC1[C@]2(O[C@@H]3[C@H]([C@@H]2C)[C@]2([C@H]([C@@H]([C@@H]4[C@]5(CC[C@@H](C[C@@H]5CC[C@H]4[C@@H]2C3)O)C)O)OC(C(Cl)(Cl)Cl)=O)C)OC[C@@H](C1)C ((3β,5α,11β,12α,25R)-23-bromo-12-(trichloroacetoxy)spirostan-3,11-diol), [OH-].[Na+] (sodium hydroxide). Solvent: C(C)O (ethanol), O (water). Yields the product BrC1[C@]2(O[C@@H]3[C@H]([C@@H]2C)[C@]2([C@H]([C@@H]([C@@H]4[C@]5(CC[C@@H](C[C@@H]5CC[C@H]4[C@@H]2C3)O)C)O)O)C)OC[C@@H](C1)C ((3β,5α,11β,12α,25R)-23-bromo-spirostan-3,11,12-triol). RXN SMILES: [Br:1][CH:2]1[CH2:38][C@@H:37]([CH3:39])[CH2:36][O:35][C@@:3]21[C@@H:7]([CH3:8])[C@@H:6]1[C@:9]3([CH3:34])[C@@H:22]([CH2:23][C@@H:5]1[O:4]2)[C@H:21]1[C@@H:12]([C@:13]2([CH3:25])[C@@H:18]([CH2:19][CH2:20]1)[CH2:17][C@@H:16]([OH:24])[CH2:15][CH2:14]2)[C@@H:11]([OH:26])[C@@H:10]3[O:27]C(=O)C(Cl)(Cl)Cl.[OH-].[Na+]>O.C(O)C>[Br:1][CH:2]1[CH2:38][C@@H:37]([CH3:39])[CH2:36][O:35][C@@:3]21[C@@H:7]([CH3:8])[C@@H:6]1[C@:9]3([CH3:34])[C@@H:22]([CH2:23][C@@H:5]1[O:4]2)[C@H:21]1[C@@H:12]([C@:13]2([CH3:25])[C@@H:18]([CH2:19][CH2:20]1)[CH2:17][C@@H:16]([OH:24])[CH2:15][CH2:14]2)[C@@H:11]([OH:26])[C@@H:10]3[OH:27] |f:1.2|. Reported procedure: Using the procedure described in J. Chem. Soc., 1956, 4330, (3β,5α,11β,12α,25R)-23-bromo-12-(trichloroacetoxy)spirostan-3,11-diol was saponified with sodium hydroxide in water and ethanol to give the title compound. Reactants: NN1C(=NC2=CC=CC=C2C1=O)C (3-amino-2-methyl-4-quinazolone), ClC1=CC=C(C=C1)N=C=O (4-chlorophenyl isocyanate). Solvent: ClCCCl (1,2-dichloroethane). Reaction conditions: temperature 0 celsius. The product is ClC1=CC=C(C=C1)NC(=O)NN1C(=NC2=CC=CC=C2C1=O)C (1-(p-Chlorophenyl)-3-(3,4-dihydro-2-methyl-4-oxo-3-quinazolinyl)urea). RXN SMILES: [NH2:1][N:2]1[C:11](=[O:12])[C:10]2[C:5](=[CH:6][CH:7]=[CH:8][CH:9]=2)[N:4]=[C:3]1[CH3:13].[Cl:14][C:15]1[CH:20]=[CH:19][C:18]([N:21]=[C:22]=[O:23])=[CH:17][CH:16]=1>ClCCCl>[Cl:14][C:15]1[CH:20]=[CH:19][C:18]([NH:21][C:22]([NH:1][N:2]2[C:11](=[O:12])[C:10]3[C:5](=[CH:6][CH:7]=[CH:8][CH:9]=3)[N:4]=[C:3]2[CH3:13])=[O:23])=[CH:17][CH:16]=1. Procedure details: A mixture of 3-amino-2-methyl-4-quinazolone (1.60 g, 9.10 mmol) and 4-chlorophenyl isocyanate (1.54 g, 10.0 mmol) in 1,2-dichloroethane is heated at reflux for 22 hours, concentrated in vacuo, cooled to 0° C. and filtered. The filter cake is washed with ether and dried to give the title product as a white solid, 2.45 g (82%), mp 228°-229.5° C.